Dataset: the Open Reaction Database (ORD), a public repository of structured organic reaction records. Task: describe an organic reaction: reactants, conditions, products, and yield Reactants: ClC1=CC=C(C=C1)C=1C=C(C(NC1)=O)C(=O)O (5-(4-Chlorophenyl)-1,2-dihydro-2-oxo-3-pyridinecarboxylic acid), N1=CC=CC2=CC=CC=C12 (quinoline). Product: ClC1=CC=C(C=C1)C=1C=CC(NC1)=O (5-(4-Chlorophenyl)-2(1H)-pyridinone). RXN SMILES: [Cl:1][C:2]1[CH:7]=[CH:6][C:5]([C:8]2[CH:9]=[C:10](C(O)=O)[C:11](=[O:14])[NH:12][CH:13]=2)=[CH:4][CH:3]=1.N1C2C(=CC=CC=2)C=CC=1>>[Cl:1][C:2]1[CH:3]=[CH:4][C:5]([C:8]2[CH:9]=[CH:10][C:11](=[O:14])[NH:12][CH:13]=2)=[CH:6][CH:7]=1. Reported procedure: A mixture of 40.0 g. of 5-(4-chlorophenyl)-1,2-dihydro-2-oxo-3-pyridinecarboxylic acid (prepared as described in Example 12) and 120 ml. of quinoline is heated at reflux temperature for 4 hours. The mixture is cooled and filtered. The solid is washed with ether and then is dissolved in chloroform. The chloroform solution is treated with activated charcoal and is filtered. The filtrate is concentrated and diluted with hexane yielding 22.0 g. of the product of the Example as a tan solid. The solid... The reactants are ice water, ClC1=NC2=CC=C(C=C2N=C1)Cl (2,6-dichloroquinoxaline), OC1=CC=C(OC(C(=O)OCCNC(OC)=O)C)C=C1 (methyl 2-[[2-(4-hydroxyphenoxy)propionyl]oxy]ethylcarbamate), C([O-])([O-])=O.[K+].[K+] (potassium carbonate). The solvent is CN(C=O)C (N,N-dimethylformamide). Reaction conditions: time 8 hour. Product: ClC=1C=C2N=CC(=NC2=CC1)OC1=CC=C(OC(C(=O)OCCNC(OC)=O)C)C=C1 (methyl 2-[[2-[p-[(6-chloro-2-quinoxalinyl)oxy]phenoxy]propionyl]oxy]ethylcarbamate). RXN SMILES: Cl[C:2]1[CH:11]=[N:10][C:9]2[C:4](=[CH:5][CH:6]=[C:7]([Cl:12])[CH:8]=2)[N:3]=1.[OH:13][C:14]1[CH:32]=[CH:31][C:17]([O:18][CH:19]([CH3:30])[C:20]([O:22][CH2:23][CH2:24][NH:25][C:26](=[O:29])[O:27][CH3:28])=[O:21])=[CH:16][CH:15]=1.C(=O)([O-])[O-].[K+].[K+]>CN(C)C=O>[Cl:12][C:7]1[CH:8]=[C:9]2[C:4](=[CH:5][CH:6]=1)[N:3]=[C:2]([O:13][C:14]1[CH:15]=[CH:16][C:17]([O:18][CH:19]([CH3:30])[C:20]([O:22][CH2:23][CH2:24][NH:25][C:26](=[O:29])[O:27][CH3:28])=[O:21])=[CH:31][CH:32]=1)[CH:11]=[N:10]2 |f:2.3.4|. Procedure details: A mixture of 1.99 g of 2,6-dichloroquinoxaline, 2.83 g of methyl 2-[[2-(4-hydroxyphenoxy)propionyl]oxy]ethylcarbamate, 1.4 g of potassium carbonate and 20 ml of N,N-dimethylformamide is stirred at room temperature overnight. For the working-up, the mixture is poured on to ice-water and extracted with ethyl acetate. The extracts are washed with water and sodium chloride solution, dried over sodium sulphate and evaporated. By chromatography on silica gel with hexane/ethyl acetate (2:1) there is ob... Reactants: CN=C=O (methyl isocyanate), C(C)(C)(C)C1=NN=C(S1)NC(=O)CC=1N=C(SC1)NC (4-(5-tert-butyl-1,3,4-thiadiazol-2-ylcarbamoylmethyl)-2-methylaminothiazole), O (Water). Run in N1=CC=CC=C1 (pyridine). Yields the product C(C)(C)(C)C1=NN=C(S1)NC(=O)CC=1N=C(SC1)N(C(=O)NC)C (4-(5-TERT-BUTYL-1,3,4-THIADIAZOL-2-YLCARBAMOYLMETHYL)-2-(1,3-DIMETHYLUREIDO)THIAZOLE). Reaction SMILES: [C:1]([C:5]1[S:9][C:8]([NH:10][C:11]([CH2:13][C:14]2[N:15]=[C:16]([NH:19][CH3:20])[S:17][CH:18]=2)=O)=[N:7][N:6]=1)([CH3:4])([CH3:3])[CH3:2].[CH3:21][N:22]=[C:23]=[O:24].[OH2:25]>N1C=CC=CC=1>[C:1]([C:5]1[S:9][C:8]([NH:10][C:11]([CH2:13][C:14]2[N:15]=[C:16]([N:19]([CH3:20])[C:23]([NH:22][CH3:21])=[O:24])[S:17][CH:18]=2)=[O:25])=[N:7][N:6]=1)([CH3:4])([CH3:3])[CH3:2]. Reported procedure: A 4.0 g sample (0.013 mole) of 4-(5-tert-butyl-1,3,4-thiadiazol-2-ylcarbamoylmethyl)-2-methylaminothiazole was dissolved in 30 ml of pyridine and 1.1 g (0.02 mole) of methyl isocyanate was added. The solution was stirred and heated at 50° for twelve hours. Water was added and the mixture was stirred for two hours at ice-bath temperatures. After most of the oil-like material had crystallized, the product was collected and washed with water. There was obtained 3.2 g of white solid, m.p. 175°-77°. ... Starting materials: COC(CC1=C(C=C(C(=C1)Br)F)C)=O ((5-bromo-4-fluoro-2-methyl-phenyl)-acetic acid methyl ester), [OH-].[Na+] (sodium hydroxide). Solvent: CO (methanol). Run at time 18 hour. Product: BrC=1C(=CC(=C(C1)CC(=O)O)C)F ((5-bromo-4-fluoro-2-methyl-phenyl)-acetic acid). As a reaction SMILES: C[O:2][C:3](=[O:14])[CH2:4][C:5]1[CH:10]=[C:9]([Br:11])[C:8]([F:12])=[CH:7][C:6]=1[CH3:13].[OH-].[Na+]>CO>[Br:11][C:9]1[C:8]([F:12])=[CH:7][C:6]([CH3:13])=[C:5]([CH2:4][C:3]([OH:14])=[O:2])[CH:10]=1 |f:1.2|. Procedure: To a solution of (5-bromo-4-fluoro-2-methyl-phenyl)-acetic acid methyl ester (10.3 g) in methanol (50 ml) is added 1N aqueous sodium hydroxide (47.4 ml) and the reaction mixture is stirred at room temperature for 18 hours. The mixture is concentrated, the residue treated with 1N hydrochloric acid, the resulting precipitate filtered off, washed with ice-water and dried. Yield: 8.60 g of (5-bromo-4-fluoro-2-methyl-phenyl)-acetic acid as a solid, mp: 100-101° C. The reactants are ClC1=C(C#N)C=C(C(=C1)Cl)[N+](=O)[O-] (2,4-dichloro-5-nitrobenzonitrile), NC1=CC=C(C=C1)CCO (4-aminophenylethyl alcohol). The product is ClC1=C(C#N)C=C(C(=C1)NC1=CC=C(C=C1)CCO)[N+](=O)[O-] (2-Chloro-4-[4-(2-hydroxyethyl)anilino]-5-nitrobenzonitrile). As a reaction SMILES: [Cl:1][C:2]1[CH:9]=[C:8](Cl)[C:7]([N+:11]([O-:13])=[O:12])=[CH:6][C:3]=1[C:4]#[N:5].[NH2:14][C:15]1[CH:20]=[CH:19][C:18]([CH2:21][CH2:22][OH:23])=[CH:17][CH:16]=1>>[Cl:1][C:2]1[CH:9]=[C:8]([NH:14][C:15]2[CH:20]=[CH:19][C:18]([CH2:21][CH2:22][OH:23])=[CH:17][CH:16]=2)[C:7]([N+:11]([O-:13])=[O:12])=[CH:6][C:3]=1[C:4]#[N:5]. Reported procedure: The title compound was prepared according to the procedure described in step 3 of Example 1 from 2,4-dichloro-5-nitrobenzonitrile (Grivsky, E. M.; Hitchings, G. H. Ind. Chim. Belge., 1974, 39. 490.) and 4-aminophenylethyl alcohol. The reactants are COc1ccc(CN(Cc2ccc(OC)cc2)c2ncc(-c3nc(N4CCOCC4)nc4c3CCN4c3ccc(C(=O)O)cc3F)cn2)cc1, NCc1cccnc1, c1cncc(CN2CCNCC2)c1. Product: COc1ccc(CN(Cc2ccc(OC)cc2)c2ncc(-c3nc(N4CCOCC4)nc4c3CCN4c3ccc(C(=O)N4CCN(Cc5cccnc5)CC4)cc3F)cn2)cc1. Reaction SMILES: [CH3:1][O:2][c:3]1[cH:4][cH:5][c:6]([CH2:7][N:8]([c:9]2[n:10][cH:11][c:12](-[c:15]3[c:16]4[c:17]([n:18][c:19]([N:21]5[CH2:22][CH2:23][O:24][CH2:25][CH2:26]5)[n:20]3)[N:27]([c:30]3[c:31]([F:39])[cH:32][c:33]([C:34](=[O:35])[OH:36])[cH:37][cH:38]3)[CH2:28][CH2:29]4)[cH:13][n:14]2)[CH2:40][c:41]2[cH:42][cH:43][c:44]([O:47][CH3:48])[cH:45][cH:46]2)[cH:49][cH:50]1.[NH2:64][CH2:65][c:66]1[cH:67][n:68][cH:69][cH:70][cH:71]1.[n:51]1[cH:52][c:53]([CH2:57][N:58]2[CH2:59][CH2:60][NH:61][CH2:62][CH2:63]2)[cH:54][cH:55][cH:56]1>>[CH3:1][O:2][c:3]1[cH:4][cH:5][c:6]([CH2:7][N:8]([c:9]2[n:10][cH:11][c:12](-[c:15]3[c:16]4[c:17]([n:18][c:19]([N:21]5[CH2:22][CH2:23][O:24][CH2:25][CH2:26]5)[n:20]3)[N:27]([c:30]3[c:31]([F:39])[cH:32][c:33]([C:34](=[O:36])[N:61]5[CH2:60][CH2:59][N:58]([CH2:57][c:53]6[cH:52][n:51][cH:56][cH:55][cH:54]6)[CH2:63][CH2:62]5)[cH:37][cH:38]3)[CH2:28][CH2:29]4)[cH:13][n:14]2)[CH2:40][c:41]2[cH:42][cH:43][c:44]([O:47][CH3:48])[cH:45][cH:46]2)[cH:49][cH:50]1. The reactants are Brc1ccc2c(c1)CN(C(c1ccccc1)(c1ccccc1)c1ccccc1)C2, [Li]CCCC, C1CCOC1, CN1CCC(=O)CC1. As a reaction SMILES: [Br:1][c:2]1[cH:3][c:4]2[c:8]([cH:9][cH:10]1)[CH2:7][N:6]([C:11]([c:12]1[cH:13][cH:14][cH:15][cH:16][cH:17]1)([c:18]1[cH:19][cH:20][cH:21][cH:22][cH:23]1)[c:24]1[cH:25][cH:26][cH:27][cH:28][cH:29]1)[CH2:5]2.[CH2:30]([Li:31])[CH2:32][CH2:33][CH3:34].[CH2:43]1[O:44][CH2:45][CH2:46][CH2:47]1.[CH3:35][N:36]1[CH2:37][CH2:38][C:39](=[O:42])[CH2:40][CH2:41]1>>[c:2]1([C:39]2([OH:42])[CH2:38][CH2:37][N:36]([CH3:35])[CH2:41][CH2:40]2)[cH:3][c:4]2[c:8]([cH:9][cH:10]1)[CH2:7][N:6]([C:11]([c:12]1[cH:13][cH:14][cH:15][cH:16][cH:17]1)([c:18]1[cH:19][cH:20][cH:21][cH:22][cH:23]1)[c:24]1[cH:25][cH:26][cH:27][cH:28][cH:29]1)[CH2:5]2. Yields the product CN1CCC(O)(c2ccc3c(c2)CN(C(c2ccccc2)(c2ccccc2)c2ccccc2)C3)CC1. Starting materials: CC#N (CH3CN), [Na+].C(C)(=O)OC=1C=C(C(=O)NCC2=C(N3CC(C3SC2)NC(C(=NOC)C=2N=C(SC2)N)=O)C(=O)[O-])C=CC1OC(C)=O (3-[[[3,4-bis(acetyloxy)benzoyl]amino]methyl]-7-[[(2-amino-4-thiazolyl) (methoxyimino)acetyl]amino]-5-thia-1-azabicyclo[4.2.0]oct-2-ene-2-carboxylic acid monosodium salt). The solvent is CO (methanol), C(=O)(O)[O-].[Na+] (NaHCO3). The product is [Na+].OC=1C=C(C(=O)NCC2=C(N3CC(C3SC2)NC(C(=NOC)C=2N=C(SC2)N)=O)C(=O)[O-])C=CC1O (3-[[[(3,4-dihydroxy)benzoyl]amino]methyl]-7-[[(2-amino-4-thiazolyl)(methoxyimino)acetyl]amino]-5-thia-1-azabicyclo[4.2.0]oct-2-ene-2-carboxylic acid monosodium salt). Yield: 60.0%. Reaction SMILES: [Na+:1].C([O:5][C:6]1[CH:7]=[C:8]([CH:37]=[CH:38][C:39]=1[O:40]C(=O)C)[C:9]([NH:11][CH2:12][C:13]1[CH2:20][S:19][CH:18]2[N:15]([CH2:16][CH:17]2[NH:21][C:22](=[O:33])[C:23]([C:27]2[N:28]=[C:29]([NH2:32])[S:30][CH:31]=2)=[N:24][O:25][CH3:26])[C:14]=1[C:34]([O-:36])=[O:35])=[O:10])(=O)C.CC#N>C([O-])(O)=O.[Na+].CO>[Na+:1].[OH:5][C:6]1[CH:7]=[C:8]([CH:37]=[CH:38][C:39]=1[OH:40])[C:9]([NH:11][CH2:12][C:13]1[CH2:20][S:19][CH:18]2[N:15]([CH2:16][CH:17]2[NH:21][C:22](=[O:33])[C:23]([C:27]2[N:28]=[C:29]([NH2:32])[S:30][CH:31]=2)=[N:24][O:25][CH3:26])[C:14]=1[C:34]([O-:36])=[O:35])=[O:10] |f:0.1,3.4,6.7|. Procedure details: By following the procedures and conditions described in Example 29, 20 mg (0.031 mmol) of [6R-[6 alpha,7 beta(Z)]]-3-[[[3,4-bis(acetyloxy)benzoyl]amino]methyl]-7-[[2-amino-4-thiazolyl)-(methoxyimino)acetyl]amino]-5-thia-1-azabicyclo[4.2.0]oct-2-ene-2-carboxylic acid monosodium salt (Example 30) in 1 mL of saturated aqueous NaHCO3 and 500 μL of methanol gave 10 mg (60%) of a white solid after chromatography (reverse phase, 0-20% CH3CN) and lyophilization. The reactants are CC1(C)CCCC(C)(C)N1O, CC(C)=O, CC(C)O, CC(C)(C)OC(=O)N1CCCC(C(O)(CCCCO)c2cccc(Cl)c2)C1, O=c1n(Cl)c(=O)n(Cl)c(=O)n1Cl, [Na+], O=C([O-])O. Product: CC(C)(C)OC(=O)N1CCCC(C2(c3cccc(Cl)c3)CCCC(=O)O2)C1. As a reaction SMILES: [CH3:33][C:34]1([CH3:43])[N:35]([O:36])[C:37]([CH3:38])([CH3:39])[CH2:40][CH2:41][CH2:42]1.[CH3:56][C:57](=[O:58])[CH3:59].[CH3:60][CH:61]([OH:62])[CH3:63].[Cl:1][c:2]1[cH:3][c:4]([C:8]([CH2:9][CH2:10][CH2:11][CH2:12][OH:13])([OH:14])[CH:15]2[CH2:16][N:17]([C:21](=[O:22])[O:23][C:24]([CH3:25])([CH3:26])[CH3:27])[CH2:18][CH2:19][CH2:20]2)[cH:5][cH:6][cH:7]1.[Cl:44][n:45]1[c:46](=[O:47])[n:48]([Cl:49])[c:50](=[O:51])[n:52]([Cl:53])[c:54]1=[O:55].[Na+:32].[O-:28][C:29]([OH:30])=[O:31]>>[Cl:1][c:2]1[cH:3][c:4]([C:8]2([CH:15]3[CH2:16][N:17]([C:21](=[O:22])[O:23][C:24]([CH3:25])([CH3:26])[CH3:27])[CH2:18][CH2:19][CH2:20]3)[CH2:9][CH2:10][CH2:11][C:12](=[O:13])[O:14]2)[cH:5][cH:6][cH:7]1. The reactants are O=C(Cl)C(=O)Cl, COc1ccc(CC(=O)O)cc1OC, CN(C)C=O. Reaction SMILES: [C:15]([Cl:16])(=[O:17])[C:19]([Cl:18])=[O:20].[CH3:1][O:2][c:3]1[cH:4][c:5]([CH2:11][C:12](=[O:13])[OH:14])[cH:6][cH:7][c:8]1[O:9][CH3:10].[O:21]=[CH:22][N:23]([CH3:24])[CH3:25]>>[CH3:1][O:2][c:3]1[cH:4][c:5]([CH2:11][C:12](=[O:14])[Cl:18])[cH:6][cH:7][c:8]1[O:9][CH3:10]. The product is COc1ccc(CC(=O)Cl)cc1OC.